From a dataset of the Open Reaction Database (ORD), a public repository of structured organic reaction records. describe an organic reaction: reactants, conditions, products, and yield The reactants are CN1CC2=C(NC=3C=CC(=CC23)C)CC1 (2,8-Dimethyl-2,3,4,5-tetrahydro-1H-pyrido[4,3-b]indole), CN1CCCC1=O (NMP), [OH-].[K+] (KOH), C(=C)C=1C=CC(=NC1)CCCN1C(C2=CC=CC=C2C1=O)=O (2-(3-(5-vinylpyridin-2-yl)propyl)isoindoline-1,3-dione). Run in O (water), O (water). Reaction conditions: temperature 120 celsius, time 12 hour. Product: CN1CC2=C(N(C=3C=CC(=CC23)C)CCC=2C=CC(=NC2)CCCN)CC1 (3-(5-(2-(2,8-dimethyl-3,4-dihydro-1H-pyrido[4,3-b]indol-5(2H)-yl)ethyl)pyridin-2-yl)propan-1-amine). The yield is 44.1%. Reaction SMILES: [CH3:1][N:2]1[CH2:15][CH2:14][C:5]2[NH:6][C:7]3[CH:8]=[CH:9][C:10]([CH3:13])=[CH:11][C:12]=3[C:4]=2[CH2:3]1.CN1C(=O)CCC1.[OH-].[K+].[CH:25]([C:27]1[CH:28]=[CH:29][C:30]([CH2:33][CH2:34][CH2:35][N:36]2C(=O)C3C(=CC=CC=3)C2=O)=[N:31][CH:32]=1)=[CH2:26]>O>[CH3:1][N:2]1[CH2:15][CH2:14][C:5]2[N:6]([CH2:26][CH2:25][C:27]3[CH:28]=[CH:29][C:30]([CH2:33][CH2:34][CH2:35][NH2:36])=[N:31][CH:32]=3)[C:7]3[CH:8]=[CH:9][C:10]([CH3:13])=[CH:11][C:12]=3[C:4]=2[CH2:3]1 |f:2.3|. Procedure details: 2,8-Dimethyl-2,3,4,5-tetrahydro-1H-pyrido[4,3-b]indole (100 mg, 0.005 mol) was taken into NMP (3 mL), and to it was added finely crushed KOH (280 mg, 0.005 mol) and 2-(3-(5-vinylpyridin-2-yl)propyl)isoindoline-1,3-dione (146 mg, 0.005 mol). The reaction was heated at 120° C. for 12 h. The reaction was monitored by LCMS. After 12 h, 2 mL of water was added to the reaction mixture and heated at 120° C. for 12 h. The reaction was monitored by LCMS. After completion of reaction the mixture was coole... Reactants: BrC1=CC2=C(N=CO2)C=C1C (6-bromo-5-methybenzoxazole), NC1=NC=C(C=C1)B1OC(C)(C)C(C)(C)O1 (2-aminopyridine-5-boronic acid pinacol ester), [O-]P(=O)([O-])[O-].[K+].[K+].[K+] (K3PO4). Reagents/catalysts: CC(C)(C)P(C1=CC=C(C=C1)N(C)C)C(C)(C)C.CC(C)(C)P(C1=CC=C(C=C1)N(C)C)C(C)(C)C.Cl[Pd]Cl (Bis(di-tert-butyl(4-dimethylaminophenyl)phosphine)dichloropalladium (II)). Solvent: C(C)#N (ACN), O1CCOCC1 (dioxane), O (H2O). Conditions: temperature 85 celsius. Yields the product CC=1C(=CC2=C(N=CO2)C1)C=1C=CC(=NC1)N (5-(5-methylbenzoxazol-6-yl)-2-pyridylamine). Yield: 82.5%. RXN SMILES: Br[C:2]1[C:10]([CH3:11])=[CH:9][C:5]2[N:6]=[CH:7][O:8][C:4]=2[CH:3]=1.[NH2:12][C:13]1[CH:18]=[CH:17][C:16](B2OC(C)(C)C(C)(C)O2)=[CH:15][N:14]=1.[O-]P([O-])([O-])=O.[K+].[K+].[K+]>C(#N)C.O1CCOCC1.O.CC(P(C(C)(C)C)C1C=CC(N(C)C)=CC=1)(C)C.CC(P(C(C)(C)C)C1C=CC(N(C)C)=CC=1)(C)C.Cl[Pd]Cl>[CH3:11][C:10]1[C:2]([C:16]2[CH:17]=[CH:18][C:13]([NH2:12])=[N:14][CH:15]=2)=[CH:3][C:4]2[O:8][CH:7]=[N:6][C:5]=2[CH:9]=1 |f:2.3.4.5,9.10.11|. Procedure details: A mixture of 6-bromo-5-methybenzoxazole (43) (91 mg, 0.43 mmol), 2-aminopyridine-5-boronic acid pinacol ester (11) (220 mg, 1 mmol), Bis(di-tert-butyl(4-dimethylaminophenyl)phosphine)dichloropalladium (II) (A-Phos) (30 mg) and K3PO4 (127 mg, 0.6 mmol) in 1.5 ml ACN, 1.5 ml dioxane, 0.5 ml H2O was bubbled with argon before heated at 85° C. for 2 h. After cooling down to r.t., the reaction mixture was taken up in EA, washed with aq. NaHCO3 and brine, dried over Na2SO4, concentrated to dryness. The... Starting materials: OC1=C(C#N)C=CC(=C1)OCC1=CSC=C1 (2-Hydroxy-4-(3-thienylmethoxy)benzonitrile), [H-].[Na+] (sodium hydride), ClC(CCC(=O)OCC)C1=C(C=CC(=C1)C)C (ethyl (RS)-4-chloro-4-(2,5-dimethylphenyl)butanoate). Solvent: CN(C)C=O (DMF). Run at time 30 minute. Product: C(#N)C1=C(OC(CCC(=O)OCC)C2=C(C=CC(=C2)C)C)C=C(C=C1)OCC1=CSC=C1 (ethyl (RS)-4-(2-cyano-5-(3-thienylmethoxy)phenoxy)-4-(2,5-dimethylphenyl)butanoate). Isolated yield 17.1%. As a reaction SMILES: [OH:1][C:2]1[CH:9]=[C:8]([O:10][CH2:11][C:12]2[CH:16]=[CH:15][S:14][CH:13]=2)[CH:7]=[CH:6][C:3]=1[C:4]#[N:5].[H-].[Na+].Cl[CH:20]([C:28]1[CH:33]=[C:32]([CH3:34])[CH:31]=[CH:30][C:29]=1[CH3:35])[CH2:21][CH2:22][C:23]([O:25][CH2:26][CH3:27])=[O:24]>CN(C=O)C>[C:4]([C:3]1[CH:6]=[CH:7][C:8]([O:10][CH2:11][C:12]2[CH:16]=[CH:15][S:14][CH:13]=2)=[CH:9][C:2]=1[O:1][CH:20]([C:28]1[CH:33]=[C:32]([CH3:34])[CH:31]=[CH:30][C:29]=1[CH3:35])[CH2:21][CH2:22][C:23]([O:25][CH2:26][CH3:27])=[O:24])#[N:5] |f:1.2|. Reported procedure: 2-Hydroxy-4-(3-thienylmethoxy)benzonitrile (1.5 g) is added portionwise to a stirred suspension of sodium hydride (440 mg, 60% dispersion in mineral oil) in dry DMF(50 mL). After stirring at ambient temperature for 30 minutes, ethyl (RS)-4-chloro-4-(2,5-dimethylphenyl)butanoate (2.5 g) is added in one portion and the reaction stirred for 48 hours at 90° C. The reaction is concentrated in vacuo and the residue partitioned between ethyl acetate (50 mL) and water (50 mL). The aqueous layer is extra... Reactants: CC1=CC=C2C=CC(=CC2=C1)O (7-methylnaphth-2-ol), C(CS)(=O)O (thioglycolic acid), [OH-].[Na+] (sodium hydroxide), C(CO)O (ethylene glycol). Solvent: O (water). Run at time 20 hour. Yields the product OC1=C(C2=CC(=CC=C2C=C1)C)CC(=O)O (2-hydroxy-7-methyl-1-naphthylacetic acid). As a reaction SMILES: [CH3:1][C:2]1[CH:11]=[C:10]2[C:5]([CH:6]=[CH:7][C:8]([OH:12])=[CH:9]2)=[CH:4][CH:3]=1.[C:13]([OH:17])(=[O:16])[CH2:14]S.[OH-].[Na+].C(O)CO>O>[OH:12][C:8]1[CH:7]=[CH:6][C:5]2[C:10](=[CH:11][C:2]([CH3:1])=[CH:3][CH:4]=2)[C:9]=1[CH2:14][C:13]([OH:17])=[O:16] |f:2.3|. Reported procedure: A mixture of 7-methylnaphth-2-ol (5 g), thioglycolic acid (3 g), sodium hydroxide (2 g) and ethylene glycol (10 ml) was stirred at 145° under an atmosphere of argon for 20 h. The mixture was cooled, water (100 ml) was added, and the mixture was heated at 90° for 2 h. The mixture was then washed with ethyl acetate and the aqueous phase was separated, acidified with concentrated hydrochloric acid, and extracted twice with ethyl acetate. The ethyl acetate extracts were combined, dried and evaporate...